From a dataset of the Open Reaction Database (ORD), a public repository of structured organic reaction records. describe an organic reaction: reactants, conditions, products, and yield Starting materials: Intermediate 137, C1(=CC(=CC=C1)N)C1=CC=CC=C1 (biphenyl-3-amine), C(CCC)=O (butyraldehyde). As a reaction SMILES: [C:1]1([C:8]2[CH:13]=[CH:12][CH:11]=[CH:10][CH:9]=2)[CH:6]=[CH:5][CH:4]=[C:3]([NH2:7])[CH:2]=1.[CH:14](=O)[CH2:15][CH2:16][CH3:17]>>[CH2:14]([NH:7][C:3]1[CH:2]=[C:1]([C:8]2[CH:9]=[CH:10][CH:11]=[CH:12][CH:13]=2)[CH:6]=[CH:5][CH:4]=1)[CH2:15][CH2:16][CH3:17]. Yield: 90.3%. Procedure details: Following a procedure analogous to that for the synthesis of Intermediate 137, biphenyl-3-amine (500 mg, 2.95 mmol) and butyraldehyde (265 μL, 2.95 mmol) were converted to the title compound (600 mg, 83%). 1H NMR (CDCl3) δ 7.65-7.57 (m, 2H), 7.55-7.41 (m, 2H), 7.40-7.32 (m, 1H), 7.31-7.23 (m, 1H), 6.99-6.90 (m, 1H), 6.85 (t, J=2.0 Hz, 1H), 6.64 (ddd, J=8.0, 2.4, 0.9 Hz, 1H), 3.78 (br s, 1H), 3.21 (t, J=7.2 Hz, 2H), 1.75-1.59 (m, 2H), 1.54-1.44 (m, 2H), 1.01 (t, J=7.4 Hz, 3H); MS(ESI+) m/z 226.1 ... Product: C(CCC)NC=1C=C(C=CC1)C1=CC=CC=C1 (N-Butylbiphenyl-3-amine). Starting materials: O=C([O-])[O-], CC(c1ccc(O)cc1Cl)C(O)(c1ccc2c(c1)N(C)C(=O)CO2)C(F)(F)F, COC(=O)c1ccc(Cl)nc1, [K+], [K+], O. Product: COC(=O)c1ccc(Oc2ccc(C(C)C(O)(c3ccc4c(c3)N(C)C(=O)CO4)C(F)(F)F)c(Cl)c2)nc1. RXN SMILES: [C:40](=[O:41])([O-:42])[O-:43].[Cl:1][c:2]1[c:3]([CH:9]([C:10]([C:11]([F:12])([F:13])[F:14])([OH:15])[c:16]2[cH:17][cH:18][c:19]3[c:20]([cH:27]2)[N:21]([CH3:26])[C:22](=[O:25])[CH2:23][O:24]3)[CH3:28])[cH:4][cH:5][c:6]([OH:8])[cH:7]1.[Cl:29][c:30]1[cH:31][cH:32][c:33]([C:36](=[O:37])[O:38][CH3:39])[cH:34][n:35]1.[K+:44].[K+:45].[OH2:46]>>[Cl:1][c:2]1[c:3]([CH:9]([C:10]([C:11]([F:12])([F:13])[F:14])([OH:15])[c:16]2[cH:17][cH:18][c:19]3[c:20]([cH:27]2)[N:21]([CH3:26])[C:22](=[O:25])[CH2:23][O:24]3)[CH3:28])[cH:4][cH:5][c:6]([O:8][c:30]2[cH:31][cH:32][c:33]([C:36](=[O:37])[O:38][CH3:39])[cH:34][n:35]2)[cH:7]1. Reactants: C(C1=CC=CC=C1)OC[C@@H]1CC[C@H](CC1)C(C)O[Si](C)(C)C(C)(C)C (trans-4-benzyloxymethyl-1-(1-t-butyldimethylsilyloxyethyl)cyclohexane). Reagents/catalysts: [C].[Pd] (palladium-carbon), [C].[Pd] (palladium-carbon), [C].[Pd] (palladium-carbon). Run in C(C)O (ethanol). Product: OC[C@@H]1CC[C@H](CC1)C(C)O[Si](C)(C)C(C)(C)C (Trans-4-hydroxymethyl-1-(1-t-butyldimethylsilyloxyethyl)cyclohexane). Isolated yield 91.2%. Reaction SMILES: C([O:8][CH2:9][C@H:10]1[CH2:15][CH2:14][C@H:13]([CH:16]([O:18][Si:19]([C:22]([CH3:25])([CH3:24])[CH3:23])([CH3:21])[CH3:20])[CH3:17])[CH2:12][CH2:11]1)C1C=CC=CC=1>C(O)C.[C].[Pd]>[OH:8][CH2:9][C@H:10]1[CH2:11][CH2:12][C@H:13]([CH:16]([O:18][Si:19]([C:22]([CH3:23])([CH3:25])[CH3:24])([CH3:21])[CH3:20])[CH3:17])[CH2:14][CH2:15]1 |f:2.3|. Procedure details: In 50 ml of dry ethanol was dissolved 2.7 g of trans-4-benzyloxymethyl-1-(1-t-butyldimethylsilyloxyethyl)cyclohexane, and 2.0 g of 10% palladium-carbon was added thereto, and the resulting mixture was heated under reflux for 9 hours and 50 minutes while stirring under a hydrogen stream. Further, 2.0 g of 10% palladium-carbon was added to the reaction mixture and the resulting mixture was heated under reflux for 4 hours and 15 minutes while stirring under a hydrogen stream. After completion of th... Starting materials: C(#N)C1=C(C=C(C=C1)N1CCN(CC1)C(=O)C=1C=C(C=CC1O)S(=O)(=O)N)F (3-[4-(4-cyano-3-fluoro-phenyl)-piperazine-1-carbonyl]-4-hydroxy-benzenesulfonamide), C(#N)C1=C(C=C(C=C1)N1CCN(CC1)C(=O)C=1C=C(C=CC1O)S(=O)(=O)N)F (3-[4-(4-cyano-3-fluoro-phenyl)-piperazine-1-carbonyl]-4-hydroxy-benzenesulfonamide), CC(CO)C (2-methyl-1-propanol), C1(=CC=CC=C1)P(C1=NC=CC=C1)C1=CC=CC=C1 (diphenyl-2-pyridylphosphine), N(=NC(=O)OC(C)(C)C)C(=O)OC(C)(C)C (di-tert-butyl azodicarboxylate). Run in C1CCOC1 (THF), C(C)(=O)OCC (ethyl acetate). Conditions: temperature 60 celsius, time 4 hour. Yields the product C(#N)C1=C(C=C(C=C1)N1CCN(CC1)C(=O)C=1C=C(C=CC1OCC(C)C)S(=O)(=O)N)F (3-[4-(4-cyano-3-fluoro-phenyl)-piperazine-1-carbonyl]-4-isobutoxy-benzenesulfonamide). RXN SMILES: [C:1]([C:3]1[CH:8]=[CH:7][C:6]([N:9]2[CH2:14][CH2:13][N:12]([C:15]([C:17]3[CH:18]=[C:19]([S:24]([NH2:27])(=[O:26])=[O:25])[CH:20]=[CH:21][C:22]=3[OH:23])=[O:16])[CH2:11][CH2:10]2)=[CH:5][C:4]=1[F:28])#[N:2].[CH3:29][CH:30]([CH3:33])[CH2:31]O.C1(P(C2C=CC=CC=2)C2C=CC=CN=2)C=CC=CC=1.N(C(OC(C)(C)C)=O)=NC(OC(C)(C)C)=O>C1COCC1.C(OCC)(=O)C>[C:1]([C:3]1[CH:8]=[CH:7][C:6]([N:9]2[CH2:10][CH2:11][N:12]([C:15]([C:17]3[CH:18]=[C:19]([S:24]([NH2:27])(=[O:25])=[O:26])[CH:20]=[CH:21][C:22]=3[O:23][CH2:29][CH:30]([CH3:33])[CH3:31])=[O:16])[CH2:13][CH2:14]2)=[CH:5][C:4]=1[F:28])#[N:2]. Procedure details: To 0.1 mmol (3-[4-(4-cyano-3-fluoro-phenyl)-piperazine-1-carbonyl]-4-hydroxy-benzenesulfonamide (compound 6.38), 0.5 mmol 2-methyl-1-propanol and 0.3 mmol diphenyl-2-pyridylphosphine in 4 ml THF was added 0.3 mmol di-tert-butyl azodicarboxylate, and the mixture was stirred at 60° C. for 4 h. The mixture was then diluted with ethyl acetate and washed twice with 5 M aq HCl and then with saturated aq NaCl solution. The organic phase was then dried with Na2SO4, and concentrated in vacuo. The residue... The reactants are FC(OC1=CC=C(C=C1)N1C(C2(CC1)CCNCC2)=O)(F)F (2-(4-trifluoromethoxy-phenyl)-2,8-diaza-spiro[4.5]decan-1-one), O=C(OC(Cl)(Cl)Cl)Cl (diphosgene), C(C)NCC1=CC=NC=C1 (ethyl-pyridin-4-ylmethyl-amine). Conditions: temperature 80 celsius, time 1 hour. Product: C(C)N(C(=O)N1CCC2(CCN(C2=O)C2=CC=C(C=C2)OC(F)(F)F)CC1)CC1=CC=NC=C1 (1-Oxo-2-(4-trifluoromethoxy-phenyl)-2,8-diaza-spiro[4.5]decane-8-carboxylic acid ethyl-pyridin-4-ylmethyl-amide). RXN SMILES: [F:1][C:2]([F:22])([F:21])[O:3][C:4]1[CH:9]=[CH:8][C:7]([N:10]2[CH2:14][CH2:13][C:12]3([CH2:19][CH2:18][NH:17][CH2:16][CH2:15]3)[C:11]2=[O:20])=[CH:6][CH:5]=1.O=C(Cl)[O:25][C:26](Cl)(Cl)Cl.[CH2:31]([NH:33][CH2:34][C:35]1[CH:40]=[CH:39][N:38]=[CH:37][CH:36]=1)[CH3:32]>>[CH2:31]([N:33]([CH2:34][C:35]1[CH:40]=[CH:39][N:38]=[CH:37][CH:36]=1)[C:26]([N:17]1[CH2:16][CH2:15][C:12]2([C:11](=[O:20])[N:10]([C:7]3[CH:8]=[CH:9][C:4]([O:3][C:2]([F:1])([F:21])[F:22])=[CH:5][CH:6]=3)[CH2:14][CH2:13]2)[CH2:19][CH2:18]1)=[O:25])[CH3:32]. Procedure details: This material was prepared in analogy to example 251 step B) from 2-(4-trifluoromethoxy-phenyl)-2,8-diaza-spiro[4.5]decan-1-one, diphosgene and ethyl-pyridin-4-ylmethyl-amine. The reaction mixture was stirred for 1 h at room temperature, 2 h at 50° C. and 1 h at 80° C. before subjecting to work-up and purification. MS (ESI): 477.5 (MH+). Starting materials: C(C)OC(=O)[C@H]1CN(CCC1)CC#CCN1C2=C(CCC3=C1C=CC=C3)C=CC=C2 ((R)-1-(4-(10,11-dihydro-5H-dibenzo[b,f]azepin-5-yl)-2-butyn-1-yl)-3-piperidinecarboxylic acid ethyl ester), [OH-].[Na+] (Sodium hydroxide). The solvent is C(C)O (ethanol). Run at time 3 day. The product is C1=CC=CC=2N(C3=C(CCC21)C=CC=C3)CC#CCN3C[C@@H](CCC3)C(=O)O ((R)-1-(4-(10,11-Dihydro-5H-dibenzo[b,f]azepin-5-yl)-2-butyn-1-yl)-3-piperidinecarboxylic Acid). Yield: 55.2%. Reaction SMILES: C([O:3][C:4]([C@@H:6]1[CH2:11][CH2:10][CH2:9][N:8]([CH2:12][C:13]#[C:14][CH2:15][N:16]2[C:22]3[CH:23]=[CH:24][CH:25]=[CH:26][C:21]=3[CH2:20][CH2:19][C:18]3[CH:27]=[CH:28][CH:29]=[CH:30][C:17]2=3)[CH2:7]1)=[O:5])C.[OH-].[Na+]>C(O)C>[CH:27]1[C:18]2[CH2:19][CH2:20][C:21]3[CH:26]=[CH:25][CH:24]=[CH:23][C:22]=3[N:16]([CH2:15][C:14]#[C:13][CH2:12][N:8]3[CH2:9][CH2:10][CH2:11][C@@H:6]([C:4]([OH:5])=[O:3])[CH2:7]3)[C:17]=2[CH:30]=[CH:29][CH:28]=1 |f:1.2|. Reported procedure: The above ester (3.5 g, 8.7 mmol) was dissolved in ethanol (40 ml). 5 N Sodium hydroxide (4 ml) was added and the mixture was allowed to stand for 3 days. Ethanol was evaporated in vacuo and the residue was dissolved in water (50 ml). The solution was washed with diethyl ether (30 ml) and acetic acid (3 ml) was added to the aqueous phase which subsequently was extracted with dichloromethane (50 ml). The organic phase was dried (MgSO4) and the solvent was evaporated in vacuo. The residue was filt... The reactants are COC(CCC1=CC(=CC=C1)CNCC=1C=CC2=C(CCO2)C1)=O (3-(3-{[(2,3-dihydro-benzofuran-5-ylmethyl)-amino]-methyl}-phenyl)-propionic acid methyl ester), CS(=O)(=O)Cl (methanesulfonyl chloride). Solvent: C(C)N(CC)CC (triethylamine). Yields the product COC(CCC1=CC(=CC=C1)CN(S(=O)(=O)C)CC=1C=CC2=C(CCO2)C1)=O (3-(3-{[(2,3-Dihydro-benzofuran-5-ylmethyl)-methanesulfonyl-amino]-methyl}-phenyl)-propionic acid methyl ester). Reaction SMILES: [CH3:1][O:2][C:3](=[O:24])[CH2:4][CH2:5][C:6]1[CH:11]=[CH:10][CH:9]=[C:8]([CH2:12][NH:13][CH2:14][C:15]2[CH:16]=[CH:17][C:18]3[O:22][CH2:21][CH2:20][C:19]=3[CH:23]=2)[CH:7]=1.[CH3:25][S:26](Cl)(=[O:28])=[O:27]>C(N(CC)CC)C>[CH3:1][O:2][C:3](=[O:24])[CH2:4][CH2:5][C:6]1[CH:11]=[CH:10][CH:9]=[C:8]([CH2:12][N:13]([CH2:14][C:15]2[CH:16]=[CH:17][C:18]3[O:22][CH2:21][CH2:20][C:19]=3[CH:23]=2)[S:26]([CH3:25])(=[O:28])=[O:27])[CH:7]=1. Reported procedure: The title compound of Step B was prepared following the method described in Step B of Example 1 from 3-(3-{[(2,3-dihydro-benzofuran-5-ylmethyl)-amino]-methyl}-phenyl)-propionic acid methyl ester of Step A and methanesulfonyl chloride using triethylamine in place of N,N-diisopropylethylamine. 1H NMR (400 MHz, CDCl3) δ 7.27 (m, 2H), 7.14 (m, 3H), 6.98 (d, 1H), 6.73 (d, 1H), 4.57 (t, 2H), 4.29 (s, 2H), 4.24 (s, 2H), 3.66 (s, 3H), 3.19 (t, 2H), 2.94 (t, 2H), 2.75 (s, 3H), 2.61 (t, 2H). Reactants: NC1=NC(=C(C(=N1)N)C1=C(C(=CC=C1)Cl)Cl)CO (2,4-diamino-5-(2,3-dichlorophenyl)-6-hydroxymethylpyrimidine), C(C)N(CC)S(F)(F)F (diethylaminosulphur trifluoride). Solvent: ClCCl (dichloromethane). Run at temperature 0 celsius, time 4 hour. Yields the product NC1=NC(=C(C(=N1)N)C1=C(C(=CC=C1)Cl)Cl)CF (2,4-Diamino-5-(2,3-dichlorophenyl)-6-fluoromethylpyrimidine). Yield: 107.4%. Reaction SMILES: [NH2:1][C:2]1[N:7]=[C:6]([NH2:8])[C:5]([C:9]2[CH:14]=[CH:13][CH:12]=[C:11]([Cl:15])[C:10]=2[Cl:16])=[C:4]([CH2:17]O)[N:3]=1.C(N(S(F)(F)[F:25])CC)C>ClCCl>[NH2:1][C:2]1[N:7]=[C:6]([NH2:8])[C:5]([C:9]2[CH:14]=[CH:13][CH:12]=[C:11]([Cl:15])[C:10]=2[Cl:16])=[C:4]([CH2:17][F:25])[N:3]=1. Procedure: To a stirred suspension of 2,4-diamino-5-(2,3-dichlorophenyl)-6-hydroxymethylpyrimidine (185 mg; mmol) in dry dichloromethane (25 ml), under nitrogen at -70° C., was added dropwise diethylaminosulphur trifluoride (263 μl; 2 mmol). The mixture was allowed to warm to 0° C. and kept at this temperature for 4 hours. After cooling to -70° C. the mixture was quenched with aqueous sodium bicarbonate, extracted with dichloromethane (2×50 ml) , washed with saturated brine and dried (MgSO4). Concentration... Reactants: BrC1=CC=C2CC(NC2=C1)=O (6-bromo-oxindole), ClC=1C=C(C=O)C=C(C1O)Cl (3,5-dichloro-4-hydroxy-benzaldehyde). The product is BrC1=CC=C2C(C(NC2=C1)=O)=CC1=CC(=C(C(=C1)Cl)O)Cl (6-Bromo-3-(3,5-dichloro-4-hydroxy-benzylidene)-1,3-dihydro-indol-2-one). As a reaction SMILES: [Br:1][C:2]1[CH:10]=[C:9]2[C:5]([CH2:6][C:7](=[O:11])[NH:8]2)=[CH:4][CH:3]=1.[Cl:12][C:13]1[CH:14]=[C:15]([CH:18]=[C:19]([Cl:22])[C:20]=1[OH:21])[CH:16]=O>>[Br:1][C:2]1[CH:10]=[C:9]2[C:5]([C:6](=[CH:16][C:15]3[CH:14]=[C:13]([Cl:12])[C:20]([OH:21])=[C:19]([Cl:22])[CH:18]=3)[C:7](=[O:11])[NH:8]2)=[CH:4][CH:3]=1. Reported procedure: The title compound is synthesized in an identical manner to example 2 except 6-bromo-oxindole was used in place of 5-(2-methyl-thiazol4-yl)-1,3-dihydro-indol-2-one hydrochloride and 3,5-dichloro-4-hydroxy-benzaldehyde was used in place of 3,5-dibromo-4a-hydroxy-benzaldehyde. 1H NMR (DMSO-d6) δ7.05 (s, 1H); 7.12 (d, 1H); 7.43 (d, 1H); 7.56 (s, 1H); 7.76 (s, 2H); 10.78 (bs, 1H); 10.91 (bs, 1H). Electrospray MS (−ve) 384. Starting materials: CS(=O)(=O)Cl (methanesulfonyl chloride), NC1CC2=CC=C(C=C2C1)C=1CCC(NN1)=O (2-amino-5-[4,5-dihydropyridazin-3(2H)-on-6-yl]indane), C([O-])([O-])=O.[K+].[K+] (potassium carbonate). Run in C(C)(=O)OCC (ethyl acetate), O (water), O1CCCC1 (tetrahydrofuran). Run at time 2 hour. The product is CS(=O)(=O)NC1CC2=CC=C(C=C2C1)C=1CCC(NN1)=O (2-methylsulfonylamino-5-[4,5-dihydropyridazin-3(2H)-on-6-yl]indane). The yield is 70.6%. As a reaction SMILES: C(=O)([O-])[O-].[K+].[K+].[NH2:7][CH:8]1[CH2:16][C:15]2[C:10](=[CH:11][CH:12]=[C:13]([C:17]3[CH2:18][CH2:19][C:20](=[O:23])[NH:21][N:22]=3)[CH:14]=2)[CH2:9]1.[CH3:24][S:25](Cl)(=[O:27])=[O:26]>O.C(OCC)(=O)C.O1CCCC1>[CH3:24][S:25]([NH:7][CH:8]1[CH2:16][C:15]2[C:10](=[CH:11][CH:12]=[C:13]([C:17]3[CH2:18][CH2:19][C:20](=[O:23])[NH:21][N:22]=3)[CH:14]=2)[CH2:9]1)(=[O:27])=[O:26] |f:0.1.2|. Procedure: 1.4 g of potassium carbonate dissolved in 20 ml of water was added to 1.15 g of 2-amino-5-[4,5-dihydropyridazin-3(2H)-on-6-yl]indane dissolved in 40 ml of ethyl acetate and 20 ml of tetrahydrofuran. Then, 0.57 g of methanesulfonyl chloride was added thereto and the mixture was stirred for 2 hours. After the organic layer was collected by separation and dried, the solvent was removed. The resulting crystals were recrystallized from tetrahydrofuran-isopropyl ether to obtain 1.08 g of 2-methylsulfo...